This data is from the Open Reaction Database (ORD), a public repository of structured organic reaction records. The task is: describe an organic reaction: reactants, conditions, products, and yield Reactants: C1CCOC1, CCN=C=NCCCN(C)C, CNC, On1nnc2ccccc21, O=C(O)c1ccc(C=Cc2n[nH]c3ccccc23)cc1. Yields the product CN(C)C(=O)c1ccc(C=Cc2n[nH]c3ccccc23)cc1. RXN SMILES: [CH2:21]1[O:22][CH2:23][CH2:24][CH2:25]1.[CH2:39]([N:40]=[C:41]=[N:42][CH2:43][CH2:44][CH2:45][N:46]([CH3:47])[CH3:48])[CH3:49].[CH3:26][NH:27][CH3:28].[OH:29][n:30]1[c:31]2[cH:32][cH:33][cH:34][cH:35][c:36]2[n:37][n:38]1.[nH:1]1[n:2][c:3]([CH:10]=[CH:11][c:12]2[cH:13][cH:14][c:15]([C:16](=[O:17])[OH:18])[cH:19][cH:20]2)[c:4]2[cH:5][cH:6][cH:7][cH:8][c:9]12>>[nH:1]1[n:2][c:3]([CH:10]=[CH:11][c:12]2[cH:13][cH:14][c:15]([C:16](=[O:17])[N:27]([CH3:26])[CH3:28])[cH:19][cH:20]2)[c:4]2[cH:5][cH:6][cH:7][cH:8][c:9]12.